This data is from the Open Reaction Database (ORD), a public repository of structured organic reaction records. The task is: describe an organic reaction: reactants, conditions, products, and yield The reactants are O=C([O-])[O-], COc1cc(N2CCOCC2)ccc1N, CNC(=O)c1ccccc1Nc1cc(Cl)ncc1C(F)(F)F, [Cs+], [Cs+], C1COCCO1, O=C(C=Cc1ccccc1)C=Cc1ccccc1, O=C(C=Cc1ccccc1)C=Cc1ccccc1, O=C(C=Cc1ccccc1)C=Cc1ccccc1, [Pd], [Pd]. Yields the product CNC(=O)c1ccccc1Nc1cc(Nc2ccc(N3CCOCC3)cc2OC)ncc1C(F)(F)F. Reaction SMILES: [C:38](=[O:39])([O-:40])[O-:41].[CH3:23][O:24][c:25]1[c:26]([NH2:27])[cH:28][cH:29][c:30]([N:32]2[CH2:33][CH2:34][O:35][CH2:36][CH2:37]2)[cH:31]1.[Cl:1][c:2]1[n:3][cH:4][c:5]([C:19]([F:20])([F:21])[F:22])[c:6]([NH:8][c:9]2[c:10]([C:11](=[O:12])[NH:13][CH3:14])[cH:15][cH:16][cH:17][cH:18]2)[cH:7]1.[Cs+:42].[Cs+:43].[O:44]1[CH2:45][CH2:46][O:47][CH2:48][CH2:49]1.[O:52]=[C:53]([CH:54]=[CH:55][c:56]1[cH:57][cH:58][cH:59][cH:60][cH:61]1)[CH:62]=[CH:63][c:64]1[cH:65][cH:66][cH:67][cH:68][cH:69]1.[O:70]=[C:71]([CH:72]=[CH:73][c:74]1[cH:75][cH:76][cH:77][cH:78][cH:79]1)[CH:80]=[CH:81][c:82]1[cH:83][cH:84][cH:85][cH:86][cH:87]1.[O:88]=[C:89]([CH:90]=[CH:91][c:92]1[cH:93][cH:94][cH:95][cH:96][cH:97]1)[CH:98]=[CH:99][c:100]1[cH:101][cH:102][cH:103][cH:104][cH:105]1.[Pd:50].[Pd:51]>>[c:2]1([NH:27][c:26]2[c:25]([O:24][CH3:23])[cH:31][c:30]([N:32]3[CH2:33][CH2:34][O:35][CH2:36][CH2:37]3)[cH:29][cH:28]2)[n:3][cH:4][c:5]([C:19]([F:20])([F:21])[F:22])[c:6]([NH:8][c:9]2[c:10]([C:11](=[O:12])[NH:13][CH3:14])[cH:15][cH:16][cH:17][cH:18]2)[cH:7]1.